This data is from the Open Reaction Database (ORD), a public repository of structured organic reaction records. The task is: describe an organic reaction: reactants, conditions, products, and yield Reactants: O1COC2=C1C=CC(=C2)[C@@H]2CC(C1=CC(=CC=C21)OCCC)=O ((S)-3-(1,3-Benzodioxol-5-yl)-2,3-dihydro-6-propoxy-1H-inden-1-one), [H-].[Na+] (NaH), C[O-].[Na+] (NaOMe), C(OC)(OC)=O (dimethyl carbonate). The solvent is C1(=CC=CC=C1)C (toluene). Run at temperature 40 celsius. The product is O1COC2=C1C=CC(=C2)[C@@H]2[C@H](C(C1=CC(=CC=C21)OCCC)=O)C(=O)OC ((1S-trans)-methyl 1-(1,3-benzodioxol-5-yl) -2,3-dihydro-3-oxo-5-propoxy-1H-indene-2-carboxylate). Yield: 39.8%. RXN SMILES: [O:1]1[C:5]2[CH:6]=[CH:7][C:8]([C@H:10]3[C:18]4[C:13](=[CH:14][C:15]([O:19][CH2:20][CH2:21][CH3:22])=[CH:16][CH:17]=4)[C:12](=[O:23])[CH2:11]3)=[CH:9][C:4]=2[O:3][CH2:2]1.[H-].[Na+].C[O-].[Na+].[C:29](=O)([O:32]C)[O:30][CH3:31]>C1(C)C=CC=CC=1>[O:1]1[C:5]2[CH:6]=[CH:7][C:8]([C@H:10]3[C:18]4[C:13](=[CH:14][C:15]([O:19][CH2:20][CH2:21][CH3:22])=[CH:16][CH:17]=4)[C:12](=[O:23])[C@@H:11]3[C:29]([O:30][CH3:31])=[O:32])=[CH:9][C:4]=2[O:3][CH2:2]1 |f:1.2,3.4|. Procedure: A 100 mL three-necked flask under nitrogen was charged with (S)-3-(1,3-Benzodioxol-5-yl)-2,3-dihydro-6-propoxy-1H-inden-1-one (1.5 g, 4.84 mmol), toluene (20 mL), 60% NaH suspension (213 mg, 5.3 mmol), NaOMe (288 mg, 5.3 =mmol), and dimethyl carbonate (2.5 mL, 29 mmol). The solution was warmed to 40 ° C. for 3 h, cooled to 0° C., quenched with 3 M AcOH (0.5 mL) and diluted with H2O (50 mL) and EtOAc (50 mL). The organic phase was washed with brine (50 mL), dried (MgSO4) and concentrated. The cru... Reactants: ice, [N+](=O)(O)[O-] (nitric acid), C1(=CC=CC=C1)C1(CC1)C(=O)O (1-phenyl-cyclopropanecarboxylic acid). Reaction conditions: temperature 0 celsius, time 2 hour. Yields the product [N+](=O)([O-])C1=C(C=CC=C1)C1(CC1)C(=O)O (1-(2-nitro-phenyl)-cyclopropanecarboxylic acid), [N+](=O)([O-])C1=CC=C(C=C1)C1(CC1)C(=O)O (1-(4-nitro-phenyl)-cyclopropanecarboxylic acid). Reaction SMILES: [N+:1]([O-:4])([OH:3])=[O:2].[C:5]1([C:11]2([C:14]([OH:16])=[O:15])[CH2:13][CH2:12]2)[CH:10]=[CH:9][CH:8]=[CH:7][CH:6]=1>>[N+:1]([C:6]1[CH:7]=[CH:8][CH:9]=[CH:10][C:5]=1[C:11]1([C:14]([OH:16])=[O:15])[CH2:13][CH2:12]1)([O-:4])=[O:2].[N+:1]([C:8]1[CH:9]=[CH:10][C:5]([C:11]2([C:14]([OH:16])=[O:15])[CH2:13][CH2:12]2)=[CH:6][CH:7]=1)([O-:3])=[O:2]. Reported procedure: A stirred solution of fuming nitric acid (1.6 mL), at −30° C. and under nitrogen, was treated portionwise with 1-phenyl-cyclopropanecarboxylic acid (10 g). The reaction mixture was allowed to warm to 0° C., then stirred at this temperature for 2 hours and then poured into ice(100 g). The resulting solid was filtered, then washed well with water, then dried at 60° C. under vacuo and then recrystallised from toluene to give 1-(2-nitro-phenyl)-cyclopropanecarboxylic acid and 1-(4-nitro-phenyl)-cycl... The reagents and catalysts are C=1C=CC(=CC1)[P](C=2C=CC=CC2)(C=3C=CC=CC3)[Pd]([P](C=4C=CC=CC4)(C=5C=CC=CC5)C=6C=CC=CC6)([P](C=7C=CC=CC7)(C=8C=CC=CC8)C=9C=CC=CC9)[P](C=1C=CC=CC1)(C=1C=CC=CC1)C=1C=CC=CC1 (Tetrakis(triphenylphosphine)palladium). Reactants: BrC1=CC2=C(N(CCCC(=C2)C(=O)OC)CC(C)C)N=C1 (methyl 3-bromo-10-isobutyl-7,8,9,10-tetrahydropyrido[2,3-b]azocine-6-carboxylate), C(CCC)OCCOC1=CC=C(C=C1)OB(O)O (4-(2-butoxyethoxy)phenylboric acid), C([O-])([O-])=O.[K+].[K+] (potassium carbonate). Reported procedure: A suspension of methyl 3-bromo-10-isobutyl-7,8,9,10-tetrahydropyrido[2,3-b]azocine-6-carboxylate (690 mg), 4-(2-butoxyethoxy)phenylboric acid (605 mg) and potassium carbonate (702 mg) in toluene (15 ml), ethanol (1.5 ml) and water (1.5 ml) was stirred under an argon atmosphere for 30 minutes. Tetrakis(triphenylphosphine)palladium (113 mg) was added thereto, and the mixture was heated at 115° C. for 5 hours under an argon atmosphere. The solution was allowed to cool. Water was added and the mixtu... The product is C(CCC)OCCOC1=CC=C(C=C1)C1=CC2=C(N(CCCC(=C2)C(=O)OC)CC(C)C)N=C1 (methyl 3-[4-(2-butoxyethoxy)phenyl]-10-isobutyl-7,8,9,10-tetrahydropyrido[2,3-b]azocine-6-carboxylate). Solvent: O (Water), C1(=CC=CC=C1)C (toluene), C(C)O (ethanol), O (water). Isolated yield 79.3%. Reaction SMILES: Br[C:2]1[CH:21]=[N:20][C:5]2[N:6]([CH2:16][CH:17]([CH3:19])[CH3:18])[CH2:7][CH2:8][CH2:9][C:10]([C:12]([O:14][CH3:15])=[O:13])=[CH:11][C:4]=2[CH:3]=1.[CH2:22]([O:26][CH2:27][CH2:28][O:29][C:30]1[CH:35]=[CH:34][C:33](OB(O)O)=[CH:32][CH:31]=1)[CH2:23][CH2:24][CH3:25].C(=O)([O-])[O-].[K+].[K+]>C1(C)C=CC=CC=1.C(O)C.O.C1C=CC([P]([Pd]([P](C2C=CC=CC=2)(C2C=CC=CC=2)C2C=CC=CC=2)([P](C2C=CC=CC=2)(C2C=CC=CC=2)C2C=CC=CC=2)[P](C2C=CC=CC=2)(C2C=CC=CC=2)C2C=CC=CC=2)(C2C=CC=CC=2)C2C=CC=CC=2)=CC=1>[CH2:22]([O:26][CH2:27][CH2:28][O:29][C:30]1[CH:31]=[CH:32][C:33]([C:2]2[CH:21]=[N:20][C:5]3[N:6]([CH2:16][CH:17]([CH3:19])[CH3:18])[CH2:7][CH2:8][CH2:9][C:10]([C:12]([O:14][CH3:15])=[O:13])=[CH:11][C:4]=3[CH:3]=2)=[CH:34][CH:35]=1)[CH2:23][CH2:24][CH3:25] |f:2.3.4,^1:60,62,81,100|. Conditions: temperature 115 celsius, time 30 minute. The reactants are CCO, CCCCCCCCOC(=O)Cl, ClCCl, Cl, CCOC(=O)CCN(C(=O)c1ccc2c(c1)nc(CNc1ccc(C(=N)N)cc1)n2C)c1cccnc1. Product: CCCCCCCCOC(=O)NC(=N)c1ccc(NCc2nc3cc(C(=O)N(CCC(=O)OCC)c4cccnc4)ccc3n2C)cc1. Reaction SMILES: [CH2:51]([OH:52])[CH3:53].[Cl:39][C:40](=[O:41])[O:42][CH2:43][CH2:44][CH2:45][CH2:46][CH2:47][CH2:48][CH2:49][CH3:50].[Cl:54][CH2:55][Cl:56].[ClH:1].[n:2]1[cH:3][c:4]([N:8]([C:9](=[O:10])[c:11]2[cH:12][c:13]3[c:14]([n:15]([CH3:29])[c:16]([CH2:18][NH:19][c:20]4[cH:21][cH:22][c:23]([C:26]([NH2:27])=[NH:28])[cH:24][cH:25]4)[n:17]3)[cH:30][cH:31]2)[CH2:32][CH2:33][C:34](=[O:35])[O:36][CH2:37][CH3:38])[cH:5][cH:6][cH:7]1>>[n:2]1[cH:3][c:4]([N:8]([C:9](=[O:10])[c:11]2[cH:12][c:13]3[c:14]([n:15]([CH3:29])[c:16]([CH2:18][NH:19][c:20]4[cH:21][cH:22][c:23]([C:26](=[NH:27])[NH:28][C:40](=[O:41])[O:42][CH2:43][CH2:44][CH2:45][CH2:46][CH2:47][CH2:48][CH2:49][CH3:50])[cH:24][cH:25]4)[n:17]3)[cH:30][cH:31]2)[CH2:32][CH2:33][C:34](=[O:35])[O:36][CH2:37][CH3:38])[cH:5][cH:6][cH:7]1. Reactants: C(C#C)Br (propargyl bromide), CC(CC1=CC=CC=C1)N (α-methyl phenethylamine), Cl (HCl), C([O-])([O-])=O.[K+].[K+] (potassium carbonate). Solvent: C(C)#N (acetonitrile), C(C)#N (acetonitrile). The product is Cl.CNCCC1=CC=CC=C1 (N-methyl phenethylamine HCl). As a reaction SMILES: [CH2:1](Br)C#C.C[CH:6]([NH2:14])[CH2:7][C:8]1[CH:13]=[CH:12][CH:11]=[CH:10][CH:9]=1.[ClH:15].C(=O)([O-])[O-].[K+].[K+]>C(#N)C>[ClH:15].[CH3:1][NH:14][CH2:6][CH2:7][C:8]1[CH:13]=[CH:12][CH:11]=[CH:10][CH:9]=1 |f:3.4.5,7.8|. Procedure details: A solution of propargyl bromide (1.1 g, 9.1 mmol) in acetonitrile (8.5 ml) was added dropwise to a stirred mixture of 3-(N-Me, N-Et carbamyloxy)α-methyl phenethylamine.HCl (2.4 g, 8.8 mmol) and potassium carbonate (2.8 g) in acetonitrile (25 ml), and the mixture was stirred at RT for 7 hrs. The reaction mixture was filtered and the filtrate was removed under reduced pressure and the residue was purified by column chromatography (hexane:EtOAc 2:1) to give 1.76 g of the title compound as the free ... The reactants are CC1C(=O)N2C(CO)CCOC2CN1C(=O)OCc1ccccc1, COC(=O)C(C)N(CC=O)C(=O)OCc1ccccc1, NC(CO)CCO. Yields the product CC1C(=O)N2C(CCO)COC2CN1C(=O)OCc1ccccc1. As a reaction SMILES: [CH2:28]([c:29]1[cH:30][cH:31][cH:32][cH:33][cH:34]1)[O:35][C:36](=[O:37])[N:38]1[CH2:39][CH:40]2[O:41][CH2:42][CH2:43][CH:44]([CH2:50][OH:51])[N:45]2[C:46](=[O:49])[CH:47]1[CH3:48].[CH3:1][O:2][C:3](=[O:4])[CH:5]([N:6]([C:7]([O:8][CH2:9][c:10]1[cH:11][cH:12][cH:13][cH:14][cH:15]1)=[O:16])[CH2:17][CH:18]=[O:19])[CH3:20].[NH2:21][CH:22]([CH2:23][CH2:24][OH:25])[CH2:26][OH:27]>>[CH2:28]([c:29]1[cH:30][cH:31][cH:32][cH:33][cH:34]1)[O:35][C:36](=[O:37])[N:38]1[CH2:39][CH:40]2[O:41][CH2:42][CH:43]([CH2:44][CH2:50][OH:51])[N:45]2[C:46](=[O:49])[CH:47]1[CH3:48].